This data is from the Open Reaction Database (ORD), a public repository of structured organic reaction records. The task is: describe an organic reaction: reactants, conditions, products, and yield Reactants: CCOC(CN)OCC, CC(=O)[O-], CCC(=Cc1ccccc1C(=O)OC)[N+](=O)[O-], CC#N, [Na+]. Product: CCOC(CN1C(=O)c2ccccc2C1C(CC)[N+](=O)[O-])OCC. RXN SMILES: [CH2:23]([CH3:24])[O:25][CH:26]([CH2:27][NH2:28])[O:29][CH2:30][CH3:31].[CH3:19][C:20](=[O:21])[O-:22].[CH3:1][O:2][C:3]([c:4]1[c:5]([CH:10]=[C:11]([CH2:12][CH3:13])[N+:14](=[O:15])[O-:16])[cH:6][cH:7][cH:8][cH:9]1)=[O:17].[CH3:32][C:33]#[N:34].[Na+:18]>>[C:3]1(=[O:17])[c:4]2[c:5]([cH:6][cH:7][cH:8][cH:9]2)[CH:10]([CH:11]([CH2:12][CH3:13])[N+:14](=[O:15])[O-:16])[N:28]1[CH2:27][CH:26]([O:25][CH2:23][CH3:24])[O:29][CH2:30][CH3:31]. Yields the product CC(C)(C)n1cc(C(=O)NCc2ccc(Cl)cc2)c(=O)c2cc(I)ccc21. Reaction SMILES: [C:1]([CH3:2])([CH3:3])([CH3:4])[n:5]1[cH:6][c:7]([C:17]([O:19][CH2:18][CH3:20])=[O:21])[c:8](=[O:16])[c:9]2[cH:10][c:11]([I:15])[cH:12][cH:13][c:14]12.[Cl:23][c:24]1[cH:25][cH:26][c:27]([CH2:28][NH2:29])[cH:30][cH:31]1.[ClH:22]>>[C:1]([CH3:2])([CH3:3])([CH3:4])[n:5]1[cH:6][c:7]([C:17](=[O:19])[NH:29][CH2:28][c:27]2[cH:26][cH:25][c:24]([Cl:23])[cH:31][cH:30]2)[c:8](=[O:16])[c:9]2[cH:10][c:11]([I:15])[cH:12][cH:13][c:14]12. Reactants: CCOC(=O)c1cn(C(C)(C)C)c2ccc(I)cc2c1=O, NCc1ccc(Cl)cc1, Cl. The reactants are C(=O)(OC1=CC=CC=C1)N(C)CC(=S)N ((N-carbophenoxy-N-methylamino)thioacetamide), N1=CC=CC=C1 (pyridine), ClCC(CCl)=O (1,3-dichloropropanone). Solvent: C(C)O (ethanol), C(C)O (ethanol). The product is ClCC=1N=C(SC1)CN(C)C(=O)OC1=CC=CC=C1 (4-Chloromethyl-2-(N-carbophenoxy-N-methylamino)methylthiazole). Isolated yield 77.1%. As a reaction SMILES: [C:1]([N:10]([CH2:12][C:13]([NH2:15])=[S:14])[CH3:11])([O:3][C:4]1[CH:9]=[CH:8][CH:7]=[CH:6][CH:5]=1)=[O:2].N1C=CC=CC=1.[Cl:22][CH2:23][C:24](=O)[CH2:25]Cl>C(O)C>[Cl:22][CH2:23][C:24]1[N:15]=[C:13]([CH2:12][N:10]([C:1]([O:3][C:4]2[CH:9]=[CH:8][CH:7]=[CH:6][CH:5]=2)=[O:2])[CH3:11])[S:14][CH:25]=1. Reported procedure: To a cooled solution of (N-carbophenoxy-N-methylamino)thioacetamide (1.0 g; 4.46 mmoles) and dry pyridine (0.36 ml, 4.46 mmoles) in 6 ml of absolute ethanol was added a solution of 1,3-dichloropropanone (0.57 g; 4.49 mmoles) in 3 ml of absolute ethanol. The mixture was heated at reflux temperature for 1.5 hours, then evaporated under reduced pressure and the oil residue partitioned between ether and water. The aqueous layer was extracted with ether and the combined ether phase was washed with wa... The reactants are FC1=C(C(=NN1C)C(C(F)(F)F)(F)F)C(F)(F)F (5-fluoro-1-methyl-3-pentafluoroethyl-4-trifluoromethylpyrazole), [C-]#N.[Na+] (sodium cyanide), O (water), C(C)OCC (diethyl ether). The solvent is C(C)#N (acetonitrile). Product: C(#N)C1=C(C(=NN1C)C(C(F)(F)F)(F)F)C(F)(F)F (5-Cyano-1-methyl-3-pentafluoroethyl-4-trifluoromethyl-1H-pyrazole). As a reaction SMILES: F[C:2]1[N:6]([CH3:7])[N:5]=[C:4]([C:8]([F:14])([F:13])[C:9]([F:12])([F:11])[F:10])[C:3]=1[C:15]([F:18])([F:17])[F:16].[C-:19]#[N:20].[Na+].O.C(OCC)C>C(#N)C>[C:19]([C:2]1[N:6]([CH3:7])[N:5]=[C:4]([C:8]([F:14])([F:13])[C:9]([F:12])([F:11])[F:10])[C:3]=1[C:15]([F:18])([F:17])[F:16])#[N:20] |f:1.2|. Procedure: 42.0 g (147 mmol) of 5-fluoro-1-methyl-3-pentafluoroethyl-4-trifluoromethylpyrazole [synthesis see Izvestiya Akademii Nauk SSSR, Seriya Khimicheskaya 1990, (11), 2583-9] and 11.5 g (235 mmol) of sodium cyanide are suspended in 150 ml of acetonitrile and then heated at reflux temperature under a protective gas atmosphere. After cooling, the reaction mixture is poured onto a mixture of 300 ml of distilled water and 300 ml of diethyl ether. The aqueous phase is extracted three times with diethyl et... The reactants are C(C)(=O)C1=C(C(=C(OCCCOC2=C(C=C(C(=O)OCCCN(C)C)C=C2)F)C=C1)CCC)O (3-dimethylaminopropyl 4-[3-(4-acetyl-3-hydroxy-2-propylphenoxy)propoxy]-3-fluorobenzoate), C(C)(=O)OC(C)=O (acetic anhydride), CO (methanol). Reagents/catalysts: CN(C1=CC=NC=C1)C (4-dimethylaminopyridine). The solvent is ClCCl (dichloromethane), C(C)N(CC)CC (triethylamine). Run at time 1.5 hour. Product: C(C)(=O)OC=1C(=C(OCCCOC2=C(C=C(C(=O)OCCCN(C)C)C=C2)F)C=CC1C(C)=O)CCC (3-dimethylaminopropyl 4-[3-(3-acetoxy-4-acetyl-2-propylphenoxy)propoxy]-3-fluorobenzoate). RXN SMILES: [C:1]([C:4]1[CH:30]=[CH:29][C:7]([O:8][CH2:9][CH2:10][CH2:11][O:12][C:13]2[CH:27]=[CH:26][C:16]([C:17]([O:19][CH2:20][CH2:21][CH2:22][N:23]([CH3:25])[CH3:24])=[O:18])=[CH:15][C:14]=2[F:28])=[C:6]([CH2:31][CH2:32][CH3:33])[C:5]=1[OH:34])(=[O:3])[CH3:2].[C:35](OC(=O)C)(=[O:37])[CH3:36].CO>ClCCl.C(N(CC)CC)C.CN(C)C1C=CN=CC=1>[C:35]([O:34][C:5]1[C:6]([CH2:31][CH2:32][CH3:33])=[C:7]([CH:29]=[CH:30][C:4]=1[C:1](=[O:3])[CH3:2])[O:8][CH2:9][CH2:10][CH2:11][O:12][C:13]1[CH:27]=[CH:26][C:16]([C:17]([O:19][CH2:20][CH2:21][CH2:22][N:23]([CH3:24])[CH3:25])=[O:18])=[CH:15][C:14]=1[F:28])(=[O:37])[CH3:36]. Procedure: To a solution of 3-dimethylaminopropyl 4-[3-(4-acetyl-3-hydroxy-2-propylphenoxy)propoxy]-3-fluorobenzoate (124 mg) in dichloromethane (1 ml), triethylamine (0.5 ml) and 4-dimethylaminopyridine (a catalytic amount) was added acetic anhydride (0.38 ml). The mixture was stirred well for 1.5 hours at room temperature. To the reaction mixture was added methanol (2 ml), and the solvents removed by evaporation under reduced pressure. The residue was dissolved in chloroform, the solution was washed with... The reactants are C(#N)C1(CC1)NC(=O)[C@H]1NC[C@@H](C1)SC1=CC(=CC=C1)C(F)(F)F ((2S,4R)-N-(1-cyanocyclopropyl)-4-(3-(trifluoromethyl)phenylthio)pyrrolidine-2-carboxamide), C(C)OC(=O)N1CCC(CC1)N1C(CC1)C(=O)[O-].[Li+] (lithium 1-(1-(ethoxycarbonyl)piperidin-4-yl)azetidine-2-carboxylate). Product: C(#N)C1(CC1)NC(=O)[C@H]1N(C[C@@H](C1)SC1=CC(=CC=C1)C(F)(F)F)C(=O)C1N(CC1)C1CCN(CC1)C(=O)OCC (ethyl 4-(2-((2S,4R)-2-(1-cyanocyclopropylcarbamoyl)-4-(3-(trifluoromethyl)phenylthio)pyrrolidine-1-carbonyl)azetidin-1-yl)piperidine-1-carboxylate), solid. Isolated yield 58.0%. RXN SMILES: [C:1]([C:3]1([NH:6][C:7]([C@@H:9]2[CH2:13][C@@H:12]([S:14][C:15]3[CH:20]=[CH:19][CH:18]=[C:17]([C:21]([F:24])([F:23])[F:22])[CH:16]=3)[CH2:11][NH:10]2)=[O:8])[CH2:5][CH2:4]1)#[N:2].[CH2:25]([O:27][C:28]([N:30]1[CH2:35][CH2:34][CH:33]([N:36]2[CH2:39][CH2:38][CH:37]2[C:40]([O-])=[O:41])[CH2:32][CH2:31]1)=[O:29])[CH3:26].[Li+]>>[C:1]([C:3]1([NH:6][C:7]([C@@H:9]2[CH2:13][C@@H:12]([S:14][C:15]3[CH:20]=[CH:19][CH:18]=[C:17]([C:21]([F:24])([F:22])[F:23])[CH:16]=3)[CH2:11][N:10]2[C:40]([CH:37]2[CH2:38][CH2:39][N:36]2[CH:33]2[CH2:32][CH2:31][N:30]([C:28]([O:27][CH2:25][CH3:26])=[O:29])[CH2:35][CH2:34]2)=[O:41])=[O:8])[CH2:4][CH2:5]1)#[N:2] |f:1.2|. Procedure details: The reaction of (2S,4R)-N-(1-cyanocyclopropyl)-4-(3-(trifluoromethyl)phenylthio)pyrrolidine-2-carboxamide 12E and lithium 1-(1-(ethoxycarbonyl)piperidin-4-yl)azetidine-2-carboxylate 20J carried out according to the general procedure L yielded ethyl 4-(2-((2S,4R)-2-(1-cyanocyclopropylcarbamoyl)-4-(3-(trifluoromethyl)phenylthio)pyrrolidine-1-carbonyl)azetidin-1-yl)piperidine-1-carboxylate 1:1 epimers as a white solid (58%). MS ISP (m/e): 594.4 (100) [(M+H)]+.